Task: describe an organic reaction: reactants, conditions, products, and yield. Dataset: the Open Reaction Database (ORD), a public repository of structured organic reaction records Product: O=C1OCC(O1)C(CCCC1N=C(CCCC1)OC)NC(OC(C)(C)C)=O (1,1-dimethylethyl N-[1-(2-oxo-1,3-dioxolan-4-yl)-4-(3,4,5,6-tetrahydro-7-methoxy-2H-azepin-2-yl)butyl]carbamate). Procedure: The product of EXAMPLE 270 is reacted with trimethyloxonium tetrafluoroborate by the method of EXAMPLE 26 to produce the title material. The reactants are O=C1CCCCC(N1)CCCC(C1OC(OC1)=O)NC(OC(C)(C)C)=O (1,1-dimethylethyl N-[4-(hexahydro-7-oxo-1H-azepin-2-yl)-1-(2-oxo-1,3-dioxolan-4-yl)butyl]carbamate), F[B-](F)(F)F.C[O+](C)C (trimethyloxonium tetrafluoroborate). Reaction SMILES: [O:1]=[C:2]1[NH:8][CH:7]([CH2:9][CH2:10][CH2:11][CH:12]([NH:19][C:20](=[O:26])[O:21][C:22]([CH3:25])([CH3:24])[CH3:23])[CH:13]2[CH2:17][O:16][C:15](=[O:18])[O:14]2)[CH2:6][CH2:5][CH2:4][CH2:3]1.F[B-](F)(F)F.[CH3:32][O+](C)C>>[O:18]=[C:15]1[O:14][CH:13]([CH:12]([NH:19][C:20](=[O:26])[O:21][C:22]([CH3:23])([CH3:25])[CH3:24])[CH2:11][CH2:10][CH2:9][CH:7]2[CH2:6][CH2:5][CH2:4][CH2:3][C:2]([O:1][CH3:32])=[N:8]2)[CH2:17][O:16]1 |f:1.2|. The reactants are CC=1C=C(C=C2C=NNC12)CC=CC(=O)OCC (ethyl 4-(7-methyl-1H-indazol-5-yl)but-2-enoate), C1(CCCCC1)C(C1CCCCC1)N (dicyclohexylmethyl amine), C[Si](CCOCCl)(C)C (2-(trimethylsilyl)ethoxymethyl chloride). The solvent is O1CCCC1 (tetrahydrofuran). Run at time 2 hour. Yields the product CC1=CC(=CC2=CN(N=C12)COCC[Si](C)(C)C)CC=CC(=O)OCC (Ethyl 4-(7-methyl-2-((2-(trimethylsilyl)ethoxy)methyl)-2H-indazol-5-yl)but-2-enoate). Yield: 92.7%. RXN SMILES: [CH3:1][C:2]1[CH:3]=[C:4]([CH2:11][CH:12]=[CH:13][C:14]([O:16][CH2:17][CH3:18])=[O:15])[CH:5]=[C:6]2[C:10]=1[NH:9][N:8]=[CH:7]2.C1(C(N)C2CCCCC2)CCCCC1.[CH3:33][Si:34]([CH3:41])([CH3:40])[CH2:35][CH2:36][O:37][CH2:38]Cl>O1CCCC1>[CH3:1][C:2]1[C:10]2[C:6](=[CH:7][N:8]([CH2:38][O:37][CH2:36][CH2:35][Si:34]([CH3:41])([CH3:40])[CH3:33])[N:9]=2)[CH:5]=[C:4]([CH2:11][CH:12]=[CH:13][C:14]([O:16][CH2:17][CH3:18])=[O:15])[CH:3]=1. Procedure: To the clear solution of ethyl 4-(7-methyl-1H-indazol-5-yl)but-2-enoate (760 mg, 3.11 mmol, 1.0 equiv.) in tetrahydrofuran (10 mL) was added dicyclohexylmethyl amine (2.6 mL, 6.2 mL, 2.0 equiv) followed by 2-(trimethylsilyl)ethoxymethyl chloride (0.66 mL, 3.73 mmol, 1.2 equiv). The reaction mixture was stirred at room temperature for 2 h. The mixture was partitioned between 0.5 N sodium hydroxide and ethyl acetate. The organic layer was separated and washed with brine, dried over sodium sulfate ...